The task is: describe an organic reaction: reactants, conditions, products, and yield. This data is from the Open Reaction Database (ORD), a public repository of structured organic reaction records. Reactants: ClC1=C(C=CC=2N(C(OC(C21)=O)=O)C)F (5-chloro-6-fluoro-1-methyl-1H-benzo[d][1,3]oxazine-2,4-dione), C(C)(C)(C)C1=CC=C(CNCCC2=CC(=C(C=C2)Cl)Cl)C=C1 ((4-tert-butylbenzyl)-[2-(3,4-dichloro-phenyl)-ethyl]-amine). The solvent is CN(C)C=O (DMF), C(C)(=O)OCC (ethyl acetate). Reaction conditions: temperature 140 celsius. Product: C(C)(C)(C)C1=CC=C(CN(C(C2=C(C(=CC=C2NC)F)Cl)=O)CCC2=CC(=C(C=C2)Cl)Cl)C=C1 (N-(4-tert-butylbenzyl)-2-chloro-N-[2-(3,4-dichlorophenyl)-ethyl]-3-fluoro-6-methylaminobenzamide). Yield: 27.1%. As a reaction SMILES: [Cl:1][C:2]1[C:11]2[C:10](=[O:12])OC(=O)[N:7]([CH3:14])[C:6]=2[CH:5]=[CH:4][C:3]=1[F:15].[C:16]([C:20]1[CH:37]=[CH:36][C:23]([CH2:24][NH:25][CH2:26][CH2:27][C:28]2[CH:33]=[CH:32][C:31]([Cl:34])=[C:30]([Cl:35])[CH:29]=2)=[CH:22][CH:21]=1)([CH3:19])([CH3:18])[CH3:17]>CN(C=O)C.C(OCC)(=O)C>[C:16]([C:20]1[CH:37]=[CH:36][C:23]([CH2:24][N:25]([CH2:26][CH2:27][C:28]2[CH:33]=[CH:32][C:31]([Cl:34])=[C:30]([Cl:35])[CH:29]=2)[C:10](=[O:12])[C:11]2[C:6]([NH:7][CH3:14])=[CH:5][CH:4]=[C:3]([F:15])[C:2]=2[Cl:1])=[CH:22][CH:21]=1)([CH3:19])([CH3:17])[CH3:18]. Procedure: A mixture of 5-chloro-6-fluoro-1-methyl-1H-benzo[d][1,3]oxazine-2,4-dione (83 mg, 0.36 mmol) and (4-tert-butylbenzyl)-[2-(3,4-dichloro-phenyl)-ethyl]-amine (122 mg, 0.36 mmol) in DMF (2 ml) was heated to 140° C. for 2 h and then at 110° C. overnight. The reaction mixture was then cooled to RT and the mixture was diluted with ethyl acetate and washed with water and brine. The organic layer was dried (MgSO4), filtered and concentrated in vacuo to give a residue which was purified by flash column c...